From a dataset of the Open Reaction Database (ORD), a public repository of structured organic reaction records. describe an organic reaction: reactants, conditions, products, and yield The reactants are O=C1OC(Cn2ccnn2)CN1c1ccc(Br)cn1, C[Sn](C)(C)c1ccc(C2=NOC(CO)C2)s1, c1coc(P(c2ccco2)c2ccco2)c1. The product is O=C1OC(Cn2ccnn2)CN1c1ccc(-c2ccc(C3=NOC(CO)C3)s2)cn1. Reaction SMILES: [Br:1][c:2]1[cH:3][cH:4][c:5]([N:8]2[C:9](=[O:19])[O:10][CH:11]([CH2:13][n:14]3[n:15][n:16][cH:17][cH:18]3)[CH2:12]2)[n:6][cH:7]1.[CH3:20][Sn:21]([c:22]1[cH:23][cH:24][c:25]([C:27]2=[N:28][O:29][CH:30]([CH2:32][OH:33])[CH2:31]2)[s:26]1)([CH3:34])[CH3:35].[o:36]1[cH:37][cH:38][cH:39][c:40]1[P:41]([c:42]1[o:43][cH:44][cH:45][cH:46]1)[c:47]1[o:48][cH:49][cH:50][cH:51]1>>[c:2]1(-[c:22]2[cH:23][cH:24][c:25]([C:27]3=[N:28][O:29][CH:30]([CH2:32][OH:33])[CH2:31]3)[s:26]2)[cH:3][cH:4][c:5]([N:8]2[C:9](=[O:19])[O:10][CH:11]([CH2:13][n:14]3[n:15][n:16][cH:17][cH:18]3)[CH2:12]2)[n:6][cH:7]1. Starting materials: ClC1=NC(=C(C2=CC(=CC=C12)OC)OC)C1=CC=C(C=C1)CC(C)C (1-chloro-3-(4-isobutylphenyl)-4,6-dimethoxyisoquinoline), [F-].[Cs+] (CsF). Solvent: C(C)OC(C)=O (ethylacteate), CS(=O)C (DMSO). Conditions: temperature 140 celsius. Yields the product FC1=NC(=C(C2=CC(=CC=C12)OC)OC)C1=CC=C(C=C1)OC(C)C (1-fluoro-3-(4-isopropoxyphenyl)-4,6-dimethoxyisoquinoline). Isolated yield 175.8%. Reaction SMILES: Cl[C:2]1[C:11]2[C:6](=[CH:7][C:8]([O:12][CH3:13])=[CH:9][CH:10]=2)[C:5]([O:14][CH3:15])=[C:4]([C:16]2[CH:21]=[CH:20][C:19](CC(C)C)=[CH:18][CH:17]=2)[N:3]=1.[F-:26].[Cs+]>CS(C)=O.C(OC(=O)C)C>[F:26][C:2]1[C:11]2[C:6](=[CH:7][C:8]([O:12][CH3:13])=[CH:9][CH:10]=2)[C:5]([O:14][CH3:15])=[C:4]([C:16]2[CH:21]=[CH:20][C:19]([O:12][CH:8]([CH3:9])[CH3:7])=[CH:18][CH:17]=2)[N:3]=1 |f:1.2|. Reported procedure: To a solution of 1-chloro-3-(4-isobutylphenyl)-4,6-dimethoxyisoquinoline (142 mg, 0.4 mmol) in DMSO (2 mL), was added CsF (122 mg, 0.800 mmol) and the mixture was heated to 140° C. for 4 hrs. The reaction was diluted with ethylacteate and washed with water, and brine. The organic phase was collected, dried over sodium sulfate, and concentrated under vacuum to give the crude product which was purified by silica gel chromatography using a gradient of 5-25% EtOAc/Hexanes. The product fractions were... Starting materials: BrC1=CC=C(C=C1)S(=O)(=O)Cl (4-Bromobenzenesulfonyl chloride), NC1=CC(=NC=C1)Cl (4-amino-2-chloropyridine). Run in N1=CC=CC=C1 (pyridine), ClCCl (dichloromethane). Run at time 2 hour. The product is BrC1=CC=C(C=C1)S(=O)(=O)NC1=CC(=NC=C1)Cl (4-Bromo-N-(2-chloro-4-pyridinyl)benzenesulfonamide). RXN SMILES: [Br:1][C:2]1[CH:7]=[CH:6][C:5]([S:8](Cl)(=[O:10])=[O:9])=[CH:4][CH:3]=1.[NH2:12][C:13]1[CH:18]=[CH:17][N:16]=[C:15]([Cl:19])[CH:14]=1>N1C=CC=CC=1.ClCCl>[Br:1][C:2]1[CH:7]=[CH:6][C:5]([S:8]([NH:12][C:13]2[CH:18]=[CH:17][N:16]=[C:15]([Cl:19])[CH:14]=2)(=[O:10])=[O:9])=[CH:4][CH:3]=1. Reported procedure: 4-Bromobenzenesulfonyl chloride (3.19 g, 12.5 mmol) was added to a solution of 4-amino-2-chloropyridine (642 mg, 5 mmol) in pyridine (5 ml) and dichloromethane (5 ml). The reaction mixture was stirred at room temperature for 2 h. The solvent was evaporated and the residue suspended in 2M NaOH (25 ml) and heated at 60° C. for 1 h. The reaction mixture was extracted with ethyl acetate (2×25 ml). The extracts were washed, dried and evaporated. The residue was suspended in methanol and filtered. Eva... Reactants: NC1=C(C=O)C=C(C=C1)OCC (2-amino-5-ethoxybenzaldehyde), COC1=C(C=CC=C1)CCC#N (3-(2-methoxyphenyl)propionitrile). Yields the product C(C)OC=1C=C2C=C(C(=NC2=CC1)N)CC1=C(C=CC=C1)OC (6-Ethoxy-3-(2-methoxybenzyl)quinolin-2-amine). RXN SMILES: [NH2:1][C:2]1[CH:9]=[CH:8][C:7]([O:10][CH2:11][CH3:12])=[CH:6][C:3]=1[CH:4]=O.[CH3:13][O:14][C:15]1[CH:20]=[CH:19][CH:18]=[CH:17][C:16]=1[CH2:21][CH2:22][C:23]#[N:24]>>[CH2:11]([O:10][C:7]1[CH:6]=[C:3]2[C:2](=[CH:9][CH:8]=1)[N:1]=[C:23]([NH2:24])[C:22]([CH2:21][C:16]1[CH:17]=[CH:18][CH:19]=[CH:20][C:15]=1[O:14][CH3:13])=[CH:4]2)[CH3:12]. Reported procedure: The title compound was synthesized according to EXAMPLE 11 from 2-amino-5-ethoxybenzaldehyde and 3-(2-methoxyphenyl)propionitrile.